From a dataset of the Open Reaction Database (ORD), a public repository of structured organic reaction records. describe an organic reaction: reactants, conditions, products, and yield Starting materials: C=C1CC(=O)O1 (Diketene), NCCCN1CCC(CC1)C1=CC=CC=C1 (1-(3-aminopropyl)-4-phenylpiperidine). Solvent: C1CCOC1 (THF). Run at time 1 hour. Yields the product C1(=CC=CC=C1)C1CCN(CC1)CCCNC(CC(=O)C)=O (N-(3-(4-Phenylpiperidin-1-yl)propyl)acetoacetamide). The yield is 104.8%. RXN SMILES: [CH2:1]=[C:2]1[O:6][C:4](=[O:5])[CH2:3]1.[NH2:7][CH2:8][CH2:9][CH2:10][N:11]1[CH2:16][CH2:15][CH:14]([C:17]2[CH:22]=[CH:21][CH:20]=[CH:19][CH:18]=2)[CH2:13][CH2:12]1>C1COCC1>[C:17]1([CH:14]2[CH2:13][CH2:12][N:11]([CH2:10][CH2:9][CH2:8][NH:7][C:4](=[O:5])[CH2:3][C:2]([CH3:1])=[O:6])[CH2:16][CH2:15]2)[CH:18]=[CH:19][CH:20]=[CH:21][CH:22]=1. Reported procedure: Diketene (1.64 mL, 21.3 mmol, 1.50 equiv) was added at 0° C. to a stirred solution of 1-(3-aminopropyl)-4-phenylpiperidine (3.10 g, 14.2 mmol, 1.00 equiv) in anhydrous THF (30 mL) under argon, and stirring was continued at room temperature for 1 hour. The mixture was concentrated to give 4.50 g (100%) of viscous orange oil, which was characterized spectroscopically and used for the next reaction without purification. Procedure: 2-Desoxy-2-acetylamino-3,4,6-tri-O-actyl-D-glucopyranosylchloride (0.01 mol) and the potassium salt of 5-chloropyrimid-2-one (0.008 mol) were heated together in dimethylformamide (60 ml) with stirring at 80° C. for 24 hours. The solvent was then evaporated at reduced pressure (1 mm Hg) and the residue was extracted with chloroform (120 ml). The chloroform solution was washed with aqueous 1 N NaOH (2×3 ml) and water (3 ml) before drying (Mg SO4). Evaporation left the title compound which was furt... RXN SMILES: [C:1]([NH:4][C@@H:5]1[C@@H:10]([O:11][C:12](=[O:14])[CH3:13])[C@H:9]([O:15][C:16](=[O:18])[CH3:17])[C@@H:8]([CH2:19][O:20][C:21](=[O:23])[CH3:22])[O:7][CH:6]1Cl)(=[O:3])[CH3:2].[K].[Cl:26][C:27]1[CH:28]=[N:29][C:30](=[O:33])[NH:31][CH:32]=1>CN(C)C=O>[C:1]([NH:4][C@@H:5]1[C@@H:10]([O:11][C:12](=[O:14])[CH3:13])[C@H:9]([O:15][C:16](=[O:18])[CH3:17])[C@@H:8]([CH2:19][O:20][C:21](=[O:23])[CH3:22])[O:7][CH:6]1[N:31]1[CH:32]=[C:27]([Cl:26])[CH:28]=[N:29][C:30]1=[O:33])(=[O:3])[CH3:2] |^1:24|. The reactants are C(C)(=O)N[C@H]1C(O[C@@H]([C@H]([C@@H]1OC(C)=O)OC(C)=O)COC(C)=O)Cl (2-Desoxy-2-acetylamino-3,4,6-tri-O-actyl-D-glucopyranosylchloride), [K] (potassium), ClC=1C=NC(NC1)=O (5-chloropyrimid-2-one). Reaction conditions: temperature 80 celsius, time 24 hour. The solvent is CN(C=O)C (dimethylformamide). The yield is 50.0%. Product: C(C)(=O)N[C@H]1C(O[C@@H]([C@H]([C@@H]1OC(C)=O)OC(C)=O)COC(C)=O)N1C(N=CC(=C1)Cl)=O (1-(2-Desoxy-2-acetylamino-3,4,6-tri-O-acetyl-D-glucopyranosyl)-5-chloropyrimid-2-one). Reactants: NC1CCN(CC1)CCN1C(COC2=C1C=C(C=C2)F)=O (4-[2-(4-Aminopiperidin-1-yl)ethyl]-6-fluoro-2H-1,4-benzoxazin-3(4H)-one), NC1CCN(CC1)CCN1C(COC2=C1C=C(C=C2)F)=O (4-[2-(4-Aminopiperidin-1-yl)ethyl]-6-fluoro-2H-1,4-benzoxazin-3(4H)-one), O1CCOC=2C=NC(=CC21)C=O (2,3-dihydro[1,4]dioxino[2,3-c]pyridine-7-carbaldehyde), C(#N)[BH3-].[Na+] (sodium cyanoborohydride). Product: O1CCOC=2C=NC(=CC21)CNC2CCN(CC2)CCN2C(COC1=C2C=C(C=C1)F)=O (4-(2-{4-[(2,3-Dihydro[1,4]dioxino[2,3-c]pyridin-7-ylmethyl)amino]piperidin-1-yl}ethyl)-6-fluoro-2H-1,4-benzoxazin-3(4H)-one). Isolated yield 32.3%. As a reaction SMILES: [NH2:1][CH:2]1[CH2:7][CH2:6][N:5]([CH2:8][CH2:9][N:10]2[C:15]3[CH:16]=[C:17]([F:20])[CH:18]=[CH:19][C:14]=3[O:13][CH2:12][C:11]2=[O:21])[CH2:4][CH2:3]1.[O:22]1[C:31]2[CH:30]=[C:29]([CH:32]=O)[N:28]=[CH:27][C:26]=2[O:25][CH2:24][CH2:23]1.C([BH3-])#N.[Na+]>>[O:22]1[C:31]2[CH:30]=[C:29]([CH2:32][NH:1][CH:2]3[CH2:3][CH2:4][N:5]([CH2:8][CH2:9][N:10]4[C:15]5[CH:16]=[C:17]([F:20])[CH:18]=[CH:19][C:14]=5[O:13][CH2:12][C:11]4=[O:21])[CH2:6][CH2:7]3)[N:28]=[CH:27][C:26]=2[O:25][CH2:24][CH2:23]1 |f:2.3|. Reported procedure: 4-[2-(4-Aminopiperidin-1-yl)ethyl]-6-fluoro-2H-1,4-benzoxazin-3(4H)-one (Intermediate 54) (0.7 mmol), 2,3-dihydro[1,4]dioxino[2,3-c]pyridine-7-carbaldehyde (WO 2004/058144) (140 mg, 0.84 mmol), and sodium cyanoborohydride (90 mg, 1.4 mmol) were reacted as described under Example 21 to give 100 mg (32%) product.